Dataset: the Open Reaction Database (ORD), a public repository of structured organic reaction records. Task: describe an organic reaction: reactants, conditions, products, and yield The reactants are CC#N, COCCOCOCCc1cccs1, [Cl-], [Cl-], [Cl-], [In+3]. Product: c1cc2c(s1)CCOC2. Reaction SMILES: [CH3:19][C:20]#[N:21].[CH3:1][O:2][CH2:3][CH2:4][O:5][CH2:6][O:7][CH2:8][CH2:9][c:10]1[s:11][cH:12][cH:13][cH:14]1.[Cl-:15].[Cl-:17].[Cl-:18].[In+3:16]>>[CH2:6]1[O:7][CH2:8][CH2:9][c:10]2[s:11][cH:12][cH:13][c:14]21. The reactants are CCO, CCC(=O)c1ccc(Cl)cc1, Cl, NO, c1ccncc1. Yields the product CCC(=NO)c1ccc(Cl)cc1. Reaction SMILES: [CH3:21][CH2:22][OH:23].[Cl:1][c:2]1[cH:3][cH:4][c:5]([C:8]([CH2:9][CH3:10])=[O:11])[cH:6][cH:7]1.[ClH:12].[NH2:13][OH:14].[cH:15]1[cH:16][cH:17][n:18][cH:19][cH:20]1>>[Cl:1][c:2]1[cH:3][cH:4][c:5]([C:8]([CH2:9][CH3:10])=[N:13][OH:14])[cH:6][cH:7]1. Starting materials: C18-silica, solution, P(=O)([O-])([O-])[O-].[K+].[K+].[K+] (potassium phosphate), ClC(C(=O)NC1=CC=C(C(=O)O)C=C1)=C(Cl)Cl (N-Trichloroacryloyl-p-aminobenzoic acid), P(=O)([O-])([O-])[O-].[K+].[K+].[K+] (potassium phosphate), C(C)#N (acetonitrile). Run in CO (methanol). Yields the product NC1=CC=C(C(=O)O)C=C1 (p-aminobenzoic acid). Reaction SMILES: ClC(=C(Cl)Cl)C([NH:5][C:6]1[CH:14]=[CH:13][C:9]([C:10]([OH:12])=[O:11])=[CH:8][CH:7]=1)=O.P([O-])([O-])([O-])=O.[K+].[K+].[K+].C(#N)C>CO>[NH2:5][C:6]1[CH:14]=[CH:13][C:9]([C:10]([OH:12])=[O:11])=[CH:8][CH:7]=1 |f:1.2.3.4|. Procedure details: N-Trichloroacryloyl-p-aminobenzoic acid (440 μg) was dissolved in 1 mL of methanol, and 100 μL of this solution was added to 300 μL of potassium phosphate buffer (0.1 M, pH 8). In the same way a solution of p-aminobenzoic acid was prepared. Both solutions were analyzed by HPLC (C18-silica column, 0.01 M potassium phosphate buffer pH 4.5 initially, then 0 to 38% acetonitrile over 29 minutes. This gave a retention time of 6.8 min for p-aminobenzoic acid and 26 min for the product. The solutions we... Starting materials: C(=O)(O)[O-].[Na+] (NaHCO3), [F-].[K+] (Potassium fluoride), BrC1=CC(=C(C(=N1)C1([N@](C1)S(=O)(=O)C1=CC=C(C=C1)[N+](=O)[O-])C)F)[Si](CC)(CC)CC (6-bromo-3-fluoro-2-[(S)-2-methyl-1-(4-nitro-benzenesulfonyl)-aziridin-2-yl]-4-triethylsilanyl-pyridine), CC(=O)O (AcOH). The solvent is CC(C)(C)OC (TBME), C1CCOC1 (THF), CN(C)C=O (DMF). Run at time 1 hour. Yields the product BrC1=CC=C(C(=N1)C1([N@](C1)S(=O)(=O)C1=CC=C(C=C1)[N+](=O)[O-])C)F (6-Bromo-3-fluoro-2-[(S)-2-methyl-1-(4-nitro-benzenesulfonyl)-aziridin-2-yl]-pyridine). The yield is 87.9%. As a reaction SMILES: [F-].[K+].[Br:3][C:4]1[N:9]=[C:8]([C:10]2([CH3:25])[CH2:12][N@@:11]2[S:13]([C:16]2[CH:21]=[CH:20][C:19]([N+:22]([O-:24])=[O:23])=[CH:18][CH:17]=2)(=[O:15])=[O:14])[C:7]([F:26])=[C:6]([Si](CC)(CC)CC)[CH:5]=1.CC(O)=O.C([O-])(O)=O.[Na+]>C1COCC1.CC(OC)(C)C.CN(C=O)C>[Br:3][C:4]1[N:9]=[C:8]([C:10]2([CH3:25])[CH2:12][N@@:11]2[S:13]([C:16]2[CH:17]=[CH:18][C:19]([N+:22]([O-:24])=[O:23])=[CH:20][CH:21]=2)(=[O:14])=[O:15])[C:7]([F:26])=[CH:6][CH:5]=1 |f:0.1,4.5|. Reported procedure: Potassium fluoride (1.1 g, 18.85 mmol) was added to a solution of 6-bromo-3-fluoro-2-[(S)-2-methyl-1-(4-nitro-benzenesulfonyl)-aziridin-2-yl]-4-triethylsilanyl-pyridine (5 g, 9.43 mmol) and AcOH (1.13 g, 9.43 mmol) in 25 ml THF. DMF (35 ml) was added and the suspension was stirred for 1 h at rt. The reaction mixture was poured onto a mixture of sat. aq. NaHCO3 and TBME. The layers were separated and washed with brine and TBME. The combined organic layers were dried over MgSO4.H2O, filtered and e... Starting materials: C(C1=CC=CC=C1)OC=1C=C2C3=C(NC2=CC1)C(OCC3)(CC(=O)O)C (6-benzyloxy-1-methyl-1,3,4,9-tetrahydropyrano[3,4-b]indole-1-acetic acid), Cl.C(C1=CC=CC=C1)OC=1C=C2C3=C(N(C2=CC1)CC)C(OCC3)(C)CCN(C)C (6-benzyloxy-1-[2-(dimethylamino)ethyl]-9-ethyl-1-methyl-1,3,4,9-tetrahydropyrano[3,4-b]indole hydrochloride). The product is Cl.CN(CCC1(OCCC2=C1N(C1=CC=C(C=C21)O)CC)C)C (1-[2-(dimethylamino)ethyl]9-ethyl-1-methyl-1,3,4,9-tetrahydropyrano[3,4-b]indol-6-ol hydrochloride). As a reaction SMILES: C(OC1C=C2C(=CC=1)NC1C(C)(CC(O)=O)OCCC2=1)C1C=CC=CC=1.[ClH:27].C([O:35][C:36]1[CH:37]=[C:38]2[C:42](=[CH:43][CH:44]=1)[N:41]([CH2:45][CH3:46])[C:40]1[C:47]([CH2:52][CH2:53][N:54]([CH3:56])[CH3:55])([CH3:51])[O:48][CH2:49][CH2:50][C:39]2=1)C1C=CC=CC=1>>[ClH:27].[CH3:56][N:54]([CH3:55])[CH2:53][CH2:52][C:47]1([CH3:51])[C:40]2[N:41]([CH2:45][CH3:46])[C:42]3[C:38]([C:39]=2[CH2:50][CH2:49][O:48]1)=[CH:37][C:36]([OH:35])=[CH:44][CH:43]=3 |f:1.2,3.4|. Procedure details: By following the procedure of this example but replacing 6-benzyloxy-1-methyl-1,3,4,9-tetrahydropyrano[3,4-b]indole-1-acetic acid with an equivalent amount of 6-benzyloxy-1-[2-(dimethylamino)ethyl]-9-ethyl-1-methyl-1,3,4,9-tetrahydropyrano[3,4-b]indole hydrochloride, described in Example 731b, then 1-[2-(dimethylamino)ethyl]9-ethyl-1-methyl-1,3,4,9-tetrahydropyrano[3,4-b]indol-6-ol hydrochloride, is obtained m.p. 213° - 214° C.; the corresponding free base of the latter compound has nmr (CDCl3) ...